describe an organic reaction: reactants, conditions, products, and yield From a dataset of the Open Reaction Database (ORD), a public repository of structured organic reaction records. Starting materials: COC(C1=CC(=C(C=C1)OC)OCCCO)=O (3-(3-hydroxy-propoxy)-4-methoxy-benzoic acid methyl ester), Cl (HCl). The solvent is C1CCOC1 (THF), [OH-].[Na+] (NaOH). Yields the product OCCCOC=1C=C(C(=O)O)C=CC1OC (3-(3-Hydroxy-propoxy)-4-methoxy-benzoic acid). Reaction SMILES: C[O:2][C:3](=[O:17])[C:4]1[CH:9]=[CH:8][C:7]([O:10][CH3:11])=[C:6]([O:12][CH2:13][CH2:14][CH2:15][OH:16])[CH:5]=1.Cl>C1COCC1.[OH-].[Na+]>[OH:16][CH2:15][CH2:14][CH2:13][O:12][C:6]1[CH:5]=[C:4]([CH:9]=[CH:8][C:7]=1[O:10][CH3:11])[C:3]([OH:17])=[O:2] |f:3.4|. Procedure: A solution of 3-(3-hydroxy-propoxy)-4-methoxy-benzoic acid methyl ester (1.00 g, 4.16 mmol) in THF (3.0 mL) and 2N NaOH (3.1 mL) is stirred at room temperature over 6 hrs. The mixture is adjusted to pH 1 by addition of 2N aqueous HCl to afford a white suspension. The precipitate is filtered, washed with water and dried in vacuo at 50° C. to give the title compound as white solid. MS: 225.0 [M−H]+. 1H-NMR (CDCl3): δ 1.88 (m, 2H), 3.57 (m, 2H), 3.83 (s, 3H), 4.07 (m, 2H), 4.56 (s, br, 1H), 7.06 (d...